Task: describe an organic reaction: reactants, conditions, products, and yield. Dataset: the Open Reaction Database (ORD), a public repository of structured organic reaction records Reactants: BrCc1ccc2ccccc2c1, C1CCOC1, Cc1ccoc1C. Yields the product Cc1cc(Cc2ccc3ccccc3c2)oc1C. As a reaction SMILES: [Br:8][CH2:9][c:10]1[cH:11][c:12]2[cH:13][cH:14][cH:15][cH:16][c:17]2[cH:18][cH:19]1.[CH2:20]1[O:21][CH2:22][CH2:23][CH2:24]1.[CH3:1][c:2]1[o:3][cH:4][cH:5][c:6]1[CH3:7]>>[CH3:1][c:2]1[o:3][c:4]([CH2:9][c:10]2[cH:11][c:12]3[cH:13][cH:14][cH:15][cH:16][c:17]3[cH:18][cH:19]2)[cH:5][c:6]1[CH3:7]. Starting materials: Cc1cnc(CN(CCCCN)C(C)c2ccccn2)c(C)c1, C[Si](C)(C)N=C=O, CC(C)O. Yields the product Cc1cnc(CN(CCCCNC(N)=O)C(C)c2ccccn2)c(C)c1. RXN SMILES: [CH3:1][c:2]1[c:3]([CH2:9][N:10]([CH2:11][CH2:12][CH2:13][CH2:14][NH2:15])[CH:16]([CH3:17])[c:18]2[n:19][cH:20][cH:21][cH:22][cH:23]2)[n:4][cH:5][c:6]([CH3:8])[cH:7]1.[CH3:24][Si:25]([CH3:26])([CH3:27])[N:28]=[C:29]=[O:30].[CH3:31][CH:32]([OH:33])[CH3:34]>>[CH3:1][c:2]1[c:3]([CH2:9][N:10]([CH2:11][CH2:12][CH2:13][CH2:14][NH:15][C:29]([NH2:28])=[O:30])[CH:16]([CH3:17])[c:18]2[n:19][cH:20][cH:21][cH:22][cH:23]2)[n:4][cH:5][c:6]([CH3:8])[cH:7]1. The reactants are Cc1ccccc1, CCc1ncnc(O)c1Cl, O=P(Cl)(Cl)Cl. The product is CCc1ncnc(Cl)c1Cl. Reaction SMILES: [CH3:16][c:17]1[cH:18][cH:19][cH:20][cH:21][cH:22]1.[Cl:1][c:2]1[c:3]([CH2:9][CH3:10])[n:4][cH:5][n:6][c:7]1[OH:8].[P:11]([Cl:12])([Cl:13])([Cl:14])=[O:15]>>[Cl:1][c:2]1[c:3]([CH2:9][CH3:10])[n:4][cH:5][n:6][c:7]1[Cl:13]. Starting materials: Cc1cc([N+](=O)[O-])ncc1Br, CCOC(C)=O, CC(C)(C)[O-], Oc1ccnc(Cl)c1, [K+], CN(C)C=O. Product: Cc1cc([N+](=O)[O-])ncc1Oc1ccnc(Cl)c1. Reaction SMILES: [Br:15][c:16]1[c:17]([CH3:25])[cH:18][c:19]([N+:22](=[O:23])[O-:24])[n:20][cH:21]1.[CH3:31][CH2:32][O:33][C:34](=[O:35])[CH3:36].[CH3:9][C:10]([CH3:11])([O-:12])[CH3:13].[Cl:1][c:2]1[n:3][cH:4][cH:5][c:6]([OH:8])[cH:7]1.[K+:14].[O:26]=[CH:27][N:28]([CH3:29])[CH3:30]>>[Cl:1][c:2]1[n:3][cH:4][cH:5][c:6]([O:8][c:16]2[c:17]([CH3:25])[cH:18][c:19]([N+:22](=[O:23])[O-:24])[n:20][cH:21]2)[cH:7]1.